This data is from the Open Reaction Database (ORD), a public repository of structured organic reaction records. The task is: describe an organic reaction: reactants, conditions, products, and yield Starting materials: ClC1=C(C(=O)NC(COCCC2=CC(=C(C=C2)F)Cl)=N)C=C(C=N1)CC (2-chloro-N-{2-[2-(3-chloro-4-fluoro-phenyl)-ethoxy]-1-imino-ethyl}-5-ethyl-nicotinamide), CC(C)(C)[O-].[K+] (KOtBu). Solvent: CS(=O)C (DMSO). The product is ClC=1C=C(C=CC1F)CCOCC=1NC(C2=C(N1)N=CC(=C2)CC)=O (2-[2-(3-chloro-4-fluoro-phenyl)-ethoxymethyl]-6-ethyl-3H-pyrido[2,3-d]pyrimidin-4-one). As a reaction SMILES: Cl[C:2]1[N:24]=[CH:23][C:22]([CH2:25][CH3:26])=[CH:21][C:3]=1[C:4]([NH:6][C:7](=[NH:20])[CH2:8][O:9][CH2:10][CH2:11][C:12]1[CH:17]=[CH:16][C:15]([F:18])=[C:14]([Cl:19])[CH:13]=1)=[O:5].CC([O-])(C)C.[K+]>CS(C)=O>[Cl:19][C:14]1[CH:13]=[C:12]([CH2:11][CH2:10][O:9][CH2:8][C:7]2[NH:6][C:4](=[O:5])[C:3]3[CH:21]=[C:22]([CH2:25][CH3:26])[CH:23]=[N:24][C:2]=3[N:20]=2)[CH:17]=[CH:16][C:15]=1[F:18] |f:1.2|. Procedure details: In analogy to the procedure described in example 78.4, 2-chloro-N-{2-[2-(3-chloro-4-fluoro-phenyl)-ethoxy]-1-imino-ethyl}-5-ethyl-nicotinamide was treated with KOtBu in DMSO to obtain 2-[2-(3-chloro-4-fluoro-phenyl)-ethoxymethyl]-6-ethyl-3H-pyrido[2,3-d]pyrimidin-4-one as off-white crystals. MS: m/e=362.1 [M+H+]. Reactants: C(C)OP(=O)(CCCCC1=CC=CC=C1)CC(=O)O ([ethoxy(4-phenylbutyl)phosphinyl]acetic acid), C(=O)(N1C=NC=C1)N1C=NC=C1 (carbonyldiimidazole), CC(C)(OC(=O)N1CC2(SCCS2)C[C@H]1C(=O)OCOC(C(C)(C)C)=O)C ((S)-7-[(1,1-Dimethylethoxy)carbonyl]-1,4-dithia-7-azaspiro[4.4]nonane-8-carboxylic acid, (2,2-dimethyl-1-oxopropoxy)methyl ester), FC(C(=O)O)(F)F (trifluoroacetic acid). The solvent is C(C)#N (acetonitrile). Reaction conditions: temperature 0 celsius, time 1 hour. Product: C(C)OP(=O)(CCCCC1=CC=CC=C1)CC(=O)C1SC2(SC1)CNC(C2)C(=O)OCOC(C(C)(C)C)=O ([(Ethoxy(4-phenylbutyl)phosphinyl]acetyl]-1,4-dithia-7-azaspiro[4.4]nonane-8-carboxylic acid, (2,2-dimethyl-1-oxopropoxy)methyl ester). The yield is 77.4%. Reaction SMILES: [CH2:1]([O:3][P:4]([CH2:16][C:17]([OH:19])=O)([CH2:6][CH2:7][CH2:8][CH2:9][C:10]1[CH:15]=[CH:14][CH:13]=[CH:12][CH:11]=1)=[O:5])[CH3:2].C(N1C=CN=C1)(N1C=CN=C1)=O.CC(C)(OC([N:38]1[C@H:46]([C:47]([O:49][CH2:50][O:51][C:52](=[O:57])[C:53]([CH3:56])([CH3:55])[CH3:54])=[O:48])[CH2:45][C:40]2([S:44][CH2:43][CH2:42][S:41]2)[CH2:39]1)=O)C.FC(F)(F)C(O)=O>C(#N)C>[CH2:1]([O:3][P:4]([CH2:16][C:17]([CH:43]1[CH2:42][S:41][C:40]2([CH2:45][CH:46]([C:47]([O:49][CH2:50][O:51][C:52](=[O:57])[C:53]([CH3:55])([CH3:54])[CH3:56])=[O:48])[NH:38][CH2:39]2)[S:44]1)=[O:19])([CH2:6][CH2:7][CH2:8][CH2:9][C:10]1[CH:11]=[CH:12][CH:13]=[CH:14][CH:15]=1)=[O:5])[CH3:2]. Reported procedure: A mixture of 1.7 g of [ethoxy(4-phenylbutyl)phosphinyl]acetic acid, acetonitrile and 0.96 g of carbonyldiimidazole is stirred under argon at 0° C. for 1 hour. (S)-7-[(1,1-Dimethylethoxy)carbonyl]-1,4-dithia-7-azaspiro[4.4]nonane-8-carboxylic acid, (2,2-dimethyl-1-oxopropoxy)methyl ester (2.5 g) is treated with trifluoroacetic acid (about 2 ml) and stirred at room temperature for 30 minutes. The trifluoroacetic acid is removed in vacuo, the residue taken up in acetonitrile and added dropwise to t... Starting materials: CC1(CCC1)O (1-Methyl-1-cyclobutanol), S(O)(O)(=O)=O (sulfuric acid), BrC=1C=C2C=NNC2=C(C1)C (5-bromo-7-methyl-1H-indazole), C([O-])(O)=O.[Na+] (sodium bicarbonate). Solvent: C(C)(=O)OCC (ethyl acetate). The product is BrC1=CC2=CN(N=C2C(=C1)C)C1(CCC1)C (5-bromo-7-methyl-2-(1-methylcyclobutyl)-2H-indazole). RXN SMILES: [CH3:1][C:2]1(O)[CH2:5][CH2:4][CH2:3]1.S(=O)(=O)(O)O.[Br:12][C:13]1[CH:14]=[C:15]2[C:19](=[C:20]([CH3:22])[CH:21]=1)[NH:18][N:17]=[CH:16]2.C(=O)(O)[O-].[Na+]>C(OCC)(=O)C>[Br:12][C:13]1[CH:21]=[C:20]([CH3:22])[C:19]2[C:15](=[CH:16][N:17]([C:2]3([CH3:1])[CH2:5][CH2:4][CH2:3]3)[N:18]=2)[CH:14]=1 |f:3.4|. Reported procedure: 1-Methyl-1-cyclobutanol (3 mL) and concentrated sulfuric acid (0.1 mL) were added to 5-bromo-7-methyl-1H-indazole (633 mg). The reaction solution was allowed to react in a microwave reactor at 100° C. for 30 minutes, and then further allowed to react at 120° C. for 30 minutes. An aqueous sodium bicarbonate solution and ethyl acetate were added to the reaction solution. After separation, the organic layer was washed with a saturated saline solution. After drying over anhydrous sodium sulfate, the... The reactants are [Cl-].[NH4+] (ammonium chloride), C[Si](C)(C)[N-][Si](C)(C)C.[Li+] (lithium bis(trimethylsilyl)amide), C(Br)(Br)(Br)Br (carbon tetrabromide), C1(=CC=CC=C1)P(C1=CC=CC=C1)C1=CC=CC=C1 (triphenylphosphine), C(C)(C)(C)C1N(C(C([C@@]1(C(=O)O)CCCO)Cl)=O)[C@H](C)C1=CC=CC=C1 (tert-butyl (3S)-4-chloro-3-(3-hydroxypropan-1-yl)-5-oxo-1-[(1R)-1-phenylethyl]pyrrolidine-3-carboxylic acid), C(Br)(Br)(Br)Br (carbon tetrabromide), C1(=CC=CC=C1)P(C1=CC=CC=C1)C1=CC=CC=C1 (triphenylphosphine), C(Br)(Br)(Br)Br (carbon tetrabromide), C1(=CC=CC=C1)P(C1=CC=CC=C1)C1=CC=CC=C1 (triphenylphosphine). Run in C(C)(=O)OCC (ethyl acetate), C1CCOC1 (THF), C1CCOC1 (THF), ClCCl (dichloromethane). Run at time 2 hour. The product is C(C)(C)(C)OC(=O)[C@@]12CN(C([C@]2(CCC1)Cl)=O)[C@H](C)C1=CC=CC=C1 (tert-Butyl (1S,5R)-5-chloro-4-oxo-3-[(1R)-1-phenylethyl]-3-azabicyclo[3.3.0]octan-1-ylcarboxylic acid). RXN SMILES: C([CH:5]1[C@@:9]([CH2:13][CH2:14][CH2:15]O)([C:10]([OH:12])=[O:11])[CH:8]([Cl:17])[C:7](=[O:18])[N:6]1[C@@H:19]([C:21]1[CH:26]=[CH:25][CH:24]=[CH:23][CH:22]=1)[CH3:20])(C)(C)C.C(Br)(Br)(Br)Br.C1(P([C:45]2[CH:50]=[CH:49]C=CC=2)C2C=CC=CC=2)C=CC=CC=1.[CH3:51][Si]([N-][Si](C)(C)C)(C)C.[Li+].[Cl-].[NH4+]>ClCCl.C1COCC1.C(OCC)(=O)C>[C:50]([O:12][C:10]([C@@:9]12[CH2:13][CH2:14][CH2:15][C@:8]1([Cl:17])[C:7](=[O:18])[N:6]([C@@H:19]([C:21]1[CH:22]=[CH:23][CH:24]=[CH:25][CH:26]=1)[CH3:20])[CH2:5]2)=[O:11])([CH3:49])([CH3:45])[CH3:51] |f:3.4,5.6|. Procedure details: At 0° C., to a solution of tert-butyl (3S)-4-chloro-3-(3-hydroxypropan-1-yl)-5-oxo-1-[(1R)-1-phenylethyl]pyrrolidine-3-carboxylic acid (500 mg, 1.31 mmol) in dichloromethane (10 mL) were added carbon tetrabromide (434 mg, 1.31 mmol) and triphenylphosphine (344 mg, 1.31 mmol). After stirring the mixture for 2 hours at room temperature, carbon tetrabromide (143 mg, 0.431 mmol) and triphenylphosphine (114 mg, 0.434 mmol) were added to the mixture. After stirring for 2 hours, carbon tetrabromide (72... Starting materials: C(C)(=O)OC(C)C (isopropyl acetate), [Si](C)(C)(C(C)(C)C)OC=1C(=C(C(=O)OC)C=CC1)C (methyl 3-((tert-butyldimethylsilyl)oxy)-2-methylbenzoate), C1(=CC=CC=C1)O (phenol), BrN1C(CCC1=O)=O (1-Bromopyrrolidine-2,5-dione), N(=NC(C#N)(C)C)C(C#N)(C)C (2,2′-(diazene-1,2-diyl)bis(2-methylpropanenitrile)), C(C)(=O)OC(C)C (isopropyl acetate), C1CC(=O)N(C1=O)Br (NBS). Run at temperature 70 celsius, time 2 hour. The product is BrCC1=C(C(=O)OC)C=CC=C1O[Si](C)(C)C(C)(C)C (methyl 2-(bromomethyl)-3-((tert-butyldimethylsilyl)oxy)benzoate). The yield is 90.0%. Reaction SMILES: C(OC(C)C)(=O)C.[Si:8]([O:15][C:16]1[C:17]([CH3:26])=[C:18]([CH:23]=[CH:24][CH:25]=1)[C:19]([O:21][CH3:22])=[O:20])([C:11]([CH3:14])([CH3:13])[CH3:12])([CH3:10])[CH3:9].C1(O)C=CC=CC=1.[Br:34]N1C(=O)CCC1=O.N(C(C)(C)C#N)=NC(C)(C)C#N>>[Br:34][CH2:26][C:17]1[C:16]([O:15][Si:8]([C:11]([CH3:14])([CH3:13])[CH3:12])([CH3:9])[CH3:10])=[CH:25][CH:24]=[CH:23][C:18]=1[C:19]([O:21][CH3:22])=[O:20]. Procedure: The isopropyl acetate solution of methyl 3-((tert-butyldimethylsilyl)oxy)-2-methylbenzoate (157 g, 560 mmol, from step 2, with an amount of residue free phenol≦0.2%) was added to a 3 liter jacketed bottom drop reactor. Additional isopropyl acetate was added and the mixture was distilled under vacuum at 40 to 55° C., if necessary, to bring total volume to about 9× (1410 mL, KF≦0.05%). 1-Bromopyrrolidine-2,5-dione (NBS, 103.6 g, 580 mmol, 0.66×) and 2,2′-(diazene-1,2-diyl)bis(2-methylpropanenitril... Product: O1C(CCCC1)OCCN1C(C2(CCNCC2)C2=CC(=CC=C12)C(=O)OC(C)(C)C)=O (1-((tetrahydropyran-2-yl)oxy-ethyl)-5-tert-butoxycarbonyl-spiro[indoline-3,4′-piperidin]-2-one). Conditions: time 1 minute. Procedure details: Pd(dba)2 (0.068 g, 0.109 mmol), rac-BINAP (0.078 g, 0.085 ml) and sodium tert-butoxide (0.22 g, 2.28 mmol) were combined into a pressure flask. To the reaction mixture was then added dry 1,4-dioxane (3 mL) under nitrogen and the resulting mixture stirred for 1 minute. To the reaction mixture was then added, under nitrogen, a solution of 4-{(2-bromo-phenyl)-[2-(tetrahydro-pyran-2-yloxy)-ethyl]-carbamoyl}-piperidine-1-carboxylic acid tert-butyl ester (0.78 g, 1.52 mmol) in dry 1,4-dioxane (9 mL). ... As a reaction SMILES: C1C=CC(P(C2C(C3C(P(C4C=CC=CC=4)C4C=CC=CC=4)=CC=C4C=3C=CC=C4)=C3C(C=CC=C3)=CC=2)C2C=CC=CC=2)=CC=1.[CH3:47][C:48]([CH3:51])([O-:50])[CH3:49].[Na+].C(OC([N:60]1[CH2:65][CH2:64][CH:63]([C:66](=[O:84])[N:67]([C:77]2[CH:82]=[CH:81][CH:80]=[CH:79][C:78]=2Br)[CH2:68][CH2:69][O:70][CH:71]2[CH2:76][CH2:75][CH2:74][CH2:73][O:72]2)[CH2:62][CH2:61]1)=O)(C)(C)C.[O:85]1CCOC[CH2:86]1>C1C=CC(/C=C/C(/C=C/C2C=CC=CC=2)=O)=CC=1.C1C=CC(/C=C/C(/C=C/C2C=CC=CC=2)=O)=CC=1.[Pd]>[O:72]1[CH2:73][CH2:74][CH2:75][CH2:76][CH:71]1[O:70][CH2:69][CH2:68][N:67]1[C:77]2[C:82](=[CH:81][C:80]([C:86]([O:50][C:48]([CH3:51])([CH3:49])[CH3:47])=[O:85])=[CH:79][CH:78]=2)[C:63]2([CH2:64][CH2:65][NH:60][CH2:61][CH2:62]2)[C:66]1=[O:84] |f:1.2,5.6.7|. The reagents and catalysts are C=1C=CC(=CC1)/C=C/C(=O)/C=C/C2=CC=CC=C2.C=1C=CC(=CC1)/C=C/C(=O)/C=C/C2=CC=CC=C2.[Pd] (Pd(dba)2). Reactants: O1CCOCC1 (1,4-dioxane), O1CCOCC1 (1,4-dioxane), C=1C=CC(=CC1)P(C=2C=CC=CC2)C3=CC=C4C=CC=CC4=C3C5=C6C=CC=CC6=CC=C5P(C=7C=CC=CC7)C=8C=CC=CC8 (rac-BINAP), CC(C)([O-])C.[Na+] (sodium tert-butoxide), C(C)(C)(C)OC(=O)N1CCC(CC1)C(N(CCOC1OCCCC1)C1=C(C=CC=C1)Br)=O (4-{(2-bromo-phenyl)-[2-(tetrahydro-pyran-2-yloxy)-ethyl]-carbamoyl}-piperidine-1-carboxylic acid tert-butyl ester). The reactants are CC(=O)O[BH-](OC(C)=O)OC(C)=O, COc1ccc(CN(Cc2ccc(OC)cc2)c2nc(C)nc(-c3cc(C=O)cnc3Nc3ccc(OC)nc3)n2)cc1, CO, ClCCl, OCC1CCNC1, [Na+]. The product is COc1ccc(CN(Cc2ccc(OC)cc2)c2nc(C)nc(-c3cc(CN4CCC(CO)C4)cnc3Nc3ccc(OC)nc3)n2)cc1. As a reaction SMILES: [C:56]([O:57][BH-:58]([O:59][C:60](=[O:61])[CH3:62])[O:63][C:64](=[O:65])[CH3:66])(=[O:67])[CH3:68].[CH3:1][O:2][c:3]1[cH:4][cH:5][c:6]([CH2:7][N:8]([c:9]2[n:10][c:11](-[c:16]3[c:17]([NH:24][c:25]4[cH:26][n:27][c:28]([O:31][CH3:32])[cH:29][cH:30]4)[n:18][cH:19][c:20]([CH:21]=[O:22])[cH:23]3)[n:12][c:13]([CH3:15])[n:14]2)[CH2:33][c:34]2[cH:35][cH:36][c:37]([O:40][CH3:41])[cH:38][cH:39]2)[cH:42][cH:43]1.[CH3:54][OH:55].[Cl:51][CH2:52][Cl:53].[NH:44]1[CH2:45][CH:46]([CH2:49][OH:50])[CH2:47][CH2:48]1.[Na+:69]>>[CH3:1][O:2][c:3]1[cH:4][cH:5][c:6]([CH2:7][N:8]([c:9]2[n:10][c:11](-[c:16]3[c:17]([NH:24][c:25]4[cH:26][n:27][c:28]([O:31][CH3:32])[cH:29][cH:30]4)[n:18][cH:19][c:20]([CH2:21][N:44]4[CH2:45][CH:46]([CH2:49][OH:50])[CH2:47][CH2:48]4)[cH:23]3)[n:12][c:13]([CH3:15])[n:14]2)[CH2:33][c:34]2[cH:35][cH:36][c:37]([O:40][CH3:41])[cH:38][cH:39]2)[cH:42][cH:43]1. The reactants are ClCCCOC=1NC2=CC=CC=C2C1C(=O)OC (methyl 2-(3-chloropropoxy)-indole-3-carboxylate), [OH-].[Na+] (sodium hydroxide), O (water), O (Water). The reagents and catalysts are [Br-].C(CCC)[N+](CCCC)(CCCC)CCCC (tetrabutylammonium bromide). Run in C1(=CC=CC=C1)C (toluene). Run at temperature 55 celsius, time 1 hour. Product: O1CCCN2C1=C(C=1C=CC=CC21)C(=O)OC (methyl 3,4-dihydro-2H-[1,3]-oxazino[3,2-a]indole-10-carboxylate). As a reaction SMILES: Cl[CH2:2][CH2:3][CH2:4][O:5][C:6]1[NH:7][C:8]2[C:13]([C:14]=1[C:15]([O:17][CH3:18])=[O:16])=[CH:12][CH:11]=[CH:10][CH:9]=2.[OH-].[Na+].O>[Br-].C([N+](CCCC)(CCCC)CCCC)CCC.C1(C)C=CC=CC=1>[O:5]1[C:6]2=[C:14]([C:15]([O:17][CH3:18])=[O:16])[C:13]3[CH:12]=[CH:11][CH:10]=[CH:9][C:8]=3[N:7]2[CH2:2][CH2:3][CH2:4]1 |f:1.2,4.5|. Procedure details: Method C A mixture of methyl 2-(3-chloropropoxy)-indole-3-carboxylate (100 g, 0.37 mol), aqueous sodium hydroxide solution (38 ml, 10.8M, 0.41 mol), water (38 ml) and tetrabutylammonium bromide (6.0 g, 0.019 mol) in toluene (1000 ml) was stirred at 50-60° C. for about one hour. Water (120 ml) was added and the aqueous layer was removed. The organic layer was washed with water (120 ml) and dried by azeotropic distillation of toluene (250 m) giving a dry solution of methyl 3,4-dihydro-2H-[1,3]-oxa... Run at time 1.5 hour. Isolated yield 52.7%. Yields the product C(C1=CC=CC=C1)N1C=CC2=CC(=CC=C12)C (1-benzyl-5-methylindole). Solvent: CCOCC (ether), CCOCC (ether). Reported procedure: To a stirred mixture of sodium amide (prepared from 0.9 g 39.13 mmoles of sodium) and ca 100 ml of liquid ammonia was added a solution of 5.08 g (38.73 mmoles) of 5-methylindole in 100 ml of ether during 5 minutes. The mixture was stirred for 1.5 hours. Then a solution of 5.15 g (40.68 mmoles) of benzyl chloride in 100 ml of ether was added during 10 minutes. The mixture was stirred for two hours. The ammonia was allowed to evaporate overnight. The inside of the flask was washed down with MeOH. ... RXN SMILES: [NH2-].[Na+].N.[CH3:4][C:5]1[CH:6]=[C:7]2[C:11](=[CH:12][CH:13]=1)[NH:10][CH:9]=[CH:8]2.[CH2:14](Cl)[C:15]1[CH:20]=[CH:19][CH:18]=[CH:17][CH:16]=1>CCOCC>[CH2:14]([N:10]1[C:11]2[C:7](=[CH:6][C:5]([CH3:4])=[CH:13][CH:12]=2)[CH:8]=[CH:9]1)[C:15]1[CH:20]=[CH:19][CH:18]=[CH:17][CH:16]=1 |f:0.1|. The reactants are [NH2-].[Na+] (sodium amide), liquid, N (ammonia), CC=1C=C2C=CNC2=CC1 (5-methylindole), C(C1=CC=CC=C1)Cl (benzyl chloride), N (ammonia). Reactants: CC1=CC(=NC=N1)N1CCC(CC1)N (1-(6-methylpyrimidin-4-yl)piperidin-4-amine), BrC1=NN2C(C(=CC(=C2)C)C=2C=C(CNC(OC(C)(C)C)=O)C=CC2)=N1 (tert-butyl 3-(2-bromo-6-methyl-[1,2,4]triazolo[1,5-a]pyridin-8-yl)benzylcarbamate), C1(=CC=CC=C1)P(C1=CC=CC=2C(C3=CC=CC(=C3OC12)P(C1=CC=CC=C1)C1=CC=CC=C1)(C)C)C1=CC=CC=C1 (4,5-bis(diphenylphosphino)-9,9-dimethylxanthene), [O-]C1=CC=CC=C1.[Na+] (sodium phenoxide). The reagents and catalysts are C1=CC=C(C=C1)/C=C/C(=O)/C=C/C2=CC=CC=C2.C1=CC=C(C=C1)/C=C/C(=O)/C=C/C2=CC=CC=C2.C1=CC=C(C=C1)/C=C/C(=O)/C=C/C2=CC=CC=C2.C(Cl)(Cl)Cl.[Pd].[Pd] (tris(dibenzylideneacetone)dipalladium(0) chloroform adduct). Solvent: O1CCOCC1 (dioxane), C(Cl)Cl (methylenechloride). The product is CC=1C=C(C=2N(C1)N=C(N2)NC2CCN(CC2)C2=NC=NC(=C2)C)C=2C=C(CNC(OC(C)(C)C)=O)C=CC2 (tert-Butyl 3-(6-methyl-2-(1-(6-methylpyrimidin-4-yl)piperidin-4-ylamino)-[1,2,4]triazolo[1,5-a]pyridin-8-yl)benzylcarbamate), solid. Isolated yield 32.0%. As a reaction SMILES: [CH3:1][C:2]1[N:7]=[CH:6][N:5]=[C:4]([N:8]2[CH2:13][CH2:12][CH:11]([NH2:14])[CH2:10][CH2:9]2)[CH:3]=1.Br[C:16]1[N:40]=[C:19]2[C:20]([C:25]3[CH:26]=[C:27]([CH:37]=[CH:38][CH:39]=3)[CH2:28][NH:29][C:30](=[O:36])[O:31][C:32]([CH3:35])([CH3:34])[CH3:33])=[CH:21][C:22]([CH3:24])=[CH:23][N:18]2[N:17]=1.C1(P(C2C=CC=CC=2)C2C3OC4C(=CC=CC=4P(C4C=CC=CC=4)C4C=CC=CC=4)C(C)(C)C=3C=CC=2)C=CC=CC=1.[O-]C1C=CC=CC=1.[Na+]>O1CCOCC1.C1C=CC(/C=C/C(/C=C/C2C=CC=CC=2)=O)=CC=1.C1C=CC(/C=C/C(/C=C/C2C=CC=CC=2)=O)=CC=1.C1C=CC(/C=C/C(/C=C/C2C=CC=CC=2)=O)=CC=1.C(Cl)(Cl)Cl.[Pd].[Pd].C(Cl)Cl>[CH3:24][C:22]1[CH:21]=[C:20]([C:25]2[CH:26]=[C:27]([CH:37]=[CH:38][CH:39]=2)[CH2:28][NH:29][C:30](=[O:36])[O:31][C:32]([CH3:35])([CH3:33])[CH3:34])[C:19]2[N:18]([N:17]=[C:16]([NH:14][CH:11]3[CH2:12][CH2:13][N:8]([C:4]4[CH:3]=[C:2]([CH3:1])[N:7]=[CH:6][N:5]=4)[CH2:9][CH2:10]3)[N:40]=2)[CH:23]=1 |f:3.4,6.7.8.9.10.11|. Reported procedure: A solution of 1-(6-methylpyrimidin-4-yl)piperidin-4-amine (52.5 mg, 273 μmol), tert-butyl 3-(2-bromo-6-methyl-[1,2,4]triazolo[1,5-a]pyridin-8-yl)benzylcarbamate (114 mg, 273 mmol), 4,5-bis(diphenylphosphino)-9,9-dimethylxanthene (12.6 mg, 21.9 μmol), tris(dibenzylideneacetone)dipalladium(0) chloroform adduct (11.3 mg, 10.9 μmol) and sodium phenoxide (50.1 mg, 410 μmol) in dioxane (3 mL) was degassed three times and reacted at 140° C. under an atmosphere of nitrogen in a microwave oven for 1 hour...